From a dataset of the Open Reaction Database (ORD), a public repository of structured organic reaction records. describe an organic reaction: reactants, conditions, products, and yield Starting materials: CCOC(=O)CBr, O=C(Nc1ccc(O)cc1)OCc1ccccc1, CN(C)C=O, Cl, [H-], [Na+]. Yields the product CCOC(=O)COc1ccc(NC(=O)OCc2ccccc2)cc1. As a reaction SMILES: [Br:21][CH2:22][C:23](=[O:24])[O:25][CH2:26][CH3:27].[CH2:3]([c:4]1[cH:5][cH:6][cH:7][cH:8][cH:9]1)[O:10][C:11](=[O:12])[NH:13][c:14]1[cH:15][cH:16][c:17]([OH:20])[cH:18][cH:19]1.[CH3:29][N:30]([CH3:31])[CH:32]=[O:33].[ClH:28].[H-:1].[Na+:2]>>[CH2:3]([c:4]1[cH:5][cH:6][cH:7][cH:8][cH:9]1)[O:10][C:11](=[O:12])[NH:13][c:14]1[cH:15][cH:16][c:17]([O:20][CH2:22][C:23](=[O:24])[O:25][CH2:26][CH3:27])[cH:18][cH:19]1. Reactants: [BH4-].[Na+] (Sodium borohydride), CC1=CC(=C(C(=N1)N(CC1=CC=CC=C1)CC1=CC=CC=C1)[N+](=O)[O-])NCC(C)C (6-methyl-N4 -(2-methylpropyl)-3-nitro-N2, N2 -bis(phenylmethyl)pyridine-2,4-diamine), [BH4-].[Na+] (sodium borohydride). Reagents/catalysts: O.[Ni](Cl)Cl (nickel (II) chloride hydrate). Solvent: CO (methanol), C(Cl)Cl (methylene chloride). Conditions: time 30 minute. Product: CC1=CC(=C(C(=N1)N(CC1=CC=CC=C1)CC1=CC=CC=C1)N)NCC(C)C (6-Methyl-N4 -(2-methylpropyl)-N2,N2 -bis(phenylmethyl)pyridine-2,3,4-triamine). The yield is 85.1%. As a reaction SMILES: [BH4-].[Na+].[CH3:3][C:4]1[N:9]=[C:8]([N:10]([CH2:18][C:19]2[CH:24]=[CH:23][CH:22]=[CH:21][CH:20]=2)[CH2:11][C:12]2[CH:17]=[CH:16][CH:15]=[CH:14][CH:13]=2)[C:7]([N+:25]([O-])=O)=[C:6]([NH:28][CH2:29][CH:30]([CH3:32])[CH3:31])[CH:5]=1>CO.C(Cl)Cl.O.[Ni](Cl)Cl>[CH3:3][C:4]1[N:9]=[C:8]([N:10]([CH2:18][C:19]2[CH:20]=[CH:21][CH:22]=[CH:23][CH:24]=2)[CH2:11][C:12]2[CH:17]=[CH:16][CH:15]=[CH:14][CH:13]=2)[C:7]([NH2:25])=[C:6]([NH:28][CH2:29][CH:30]([CH3:32])[CH3:31])[CH:5]=1 |f:0.1,5.6|. Reported procedure: Sodium borohydride (585 mg, 16 mmole) was added to a solution of nickel (II) chloride hydrate (1.02 g, 4.3 mmole) in methanol (100 mL). The addition caused a black solid to form along with gas evolution. The resulting heterogeneous mixture was stirred at ambient temperature for 30 minutes. A solution containing 6-methyl-N4 -(2-methylpropyl)-3-nitro-N2, N2 -bis(phenylmethyl)pyridine-2,4-diamine (3.47 g, 8.6 mmole) in methylene chloride (20 mL) was added followed by the addition of sodium borohydr... The reactants are O (Water), COC(CC1=CC2=CC=C(C=C2C(=C1C)B1OC(C(O1)(C)C)(C)C)F)=O ([6-fluoro-3-methyl-4-(4,4,5,5-tetramethyl-[1,3,2]-dioxaborolan-2-yl)-naphthalen-2-yl]-acetic acid methyl ester), BrC1=CC=C(C=C1)SC1=CC(=CC=C1)Cl (1-bromo-4-(3-chlorophenylsulfanyl)-benzene), C([O-])(O)=O.[Na+] (sodium bicarbonate). The reagents and catalysts are [Pd].C1(=CC=CC=C1)P(C1=CC=CC=C1)C1=CC=CC=C1.C1(=CC=CC=C1)P(C1=CC=CC=C1)C1=CC=CC=C1.C1(=CC=CC=C1)P(C1=CC=CC=C1)C1=CC=CC=C1.C1(=CC=CC=C1)P(C1=CC=CC=C1)C1=CC=CC=C1 (Tetrakis(triphenylphosphine)-palladium(0)). Run in C(OC)COC (dimethoxyethane). Yields the product COC(CC1=CC2=CC=C(C=C2C(=C1C)C1=CC=C(C=C1)SC1=CC(=CC=C1)Cl)F)=O ({4-[4-(3-chloro-phenylsulfanyl)-phenyl]-6-fluoro-3-methyl-naphthalen-2-yl}-acetic acid methyl ester). The yield is 40.3%. RXN SMILES: [CH3:1][O:2][C:3](=[O:26])[CH2:4][C:5]1[C:14]([CH3:15])=[C:13](B2OC(C)(C)C(C)(C)O2)[C:12]2[C:7](=[CH:8][CH:9]=[C:10]([F:25])[CH:11]=2)[CH:6]=1.Br[C:28]1[CH:33]=[CH:32][C:31]([S:34][C:35]2[CH:40]=[CH:39][CH:38]=[C:37]([Cl:41])[CH:36]=2)=[CH:30][CH:29]=1.C(=O)(O)[O-].[Na+].O>C(COC)OC.[Pd].C1(P(C2C=CC=CC=2)C2C=CC=CC=2)C=CC=CC=1.C1(P(C2C=CC=CC=2)C2C=CC=CC=2)C=CC=CC=1.C1(P(C2C=CC=CC=2)C2C=CC=CC=2)C=CC=CC=1.C1(P(C2C=CC=CC=2)C2C=CC=CC=2)C=CC=CC=1>[CH3:1][O:2][C:3](=[O:26])[CH2:4][C:5]1[C:14]([CH3:15])=[C:13]([C:28]2[CH:29]=[CH:30][C:31]([S:34][C:35]3[CH:40]=[CH:39][CH:38]=[C:37]([Cl:41])[CH:36]=3)=[CH:32][CH:33]=2)[C:12]2[C:7](=[CH:8][CH:9]=[C:10]([F:25])[CH:11]=2)[CH:6]=1 |f:2.3,6.7.8.9.10|. Reported procedure: A stirred solution of [6-fluoro-3-methyl-4-(4,4,5,5-tetramethyl-[1,3,2]-dioxaborolan-2-yl)-naphthalen-2-yl]-acetic acid methyl ester (0.2 g, 0.55 mmol) in dimethoxyethane (5 mL) was purged with argon for 5 minutes at room temperature. Tetrakis(triphenylphosphine)-palladium(0) (0.032 g, 0.028 mmol), impure 1-bromo-4-(3-chlorophenylsulfanyl)-benzene (0.25 g) and 1.0 M aqueous sodium bicarbonate (5 mL, 5 mmol) were added simultaneously to the reaction mixture under argon. The reaction mixture was r... Starting materials: CCO, Nc1ccc(C(F)(F)F)cc1[N+](=O)[O-], [Na+], O=C([O-])O. The product is Nc1ccc(C(F)(F)F)cc1N. RXN SMILES: [CH3:20][CH2:21][OH:22].[N+:1]([O-:2])(=[O:3])[c:4]1[c:5]([NH2:6])[cH:7][cH:8][c:9]([C:11]([F:12])([F:13])[F:14])[cH:10]1.[Na+:19].[O-:15][C:16]([OH:17])=[O:18]>>[NH2:1][c:4]1[c:5]([NH2:6])[cH:7][cH:8][c:9]([C:11]([F:12])([F:13])[F:14])[cH:10]1. Reactants: Fc1ccc(CCCCBr)cc1, CC(=O)NCc1ccc2c(c1)N(C1CCNCC1)CC2. Product: CC(=O)NCc1ccc2c(c1)N(C1CCN(CCCCc3ccc(F)cc3)CC1)CC2. As a reaction SMILES: [F:21][c:22]1[cH:23][cH:24][c:25]([CH2:28][CH2:29][CH2:30][CH2:31][Br:32])[cH:26][cH:27]1.[NH:1]1[CH2:2][CH2:3][CH:4]([N:7]2[CH2:8][CH2:9][c:10]3[cH:11][cH:12][c:13]([CH2:16][NH:17][C:18]([CH3:19])=[O:20])[cH:14][c:15]32)[CH2:5][CH2:6]1>>[N:1]1([CH2:31][CH2:30][CH2:29][CH2:28][c:25]2[cH:24][cH:23][c:22]([F:21])[cH:27][cH:26]2)[CH2:2][CH2:3][CH:4]([N:7]2[CH2:8][CH2:9][c:10]3[cH:11][cH:12][c:13]([CH2:16][NH:17][C:18]([CH3:19])=[O:20])[cH:14][c:15]32)[CH2:5][CH2:6]1.